Task: describe an organic reaction: reactants, conditions, products, and yield. Dataset: the Open Reaction Database (ORD), a public repository of structured organic reaction records Reactants: C=O, CO, CC(Nc1cc(-c2cc(N3CC4CC3CN4)c3ccccc3n2)ccn1)c1ccccc1, ClC(Cl)Cl, ClCCl. Yields the product CC(Nc1cc(-c2cc(N3CC4CC3CN4C)c3ccccc3n2)ccn1)c1ccccc1. Reaction SMILES: [CH2:33]=[O:34].[CH3:35][OH:36].[CH:1]12[N:2]([c:8]3[cH:9][c:10](-[c:18]4[cH:19][c:20]([NH:24][CH:25]([CH3:26])[c:27]5[cH:28][cH:29][cH:30][cH:31][cH:32]5)[n:21][cH:22][cH:23]4)[n:11][c:12]4[cH:13][cH:14][cH:15][cH:16][c:17]34)[CH2:3][CH:4]([NH:5][CH2:6]1)[CH2:7]2.[CH:37]([Cl:38])([Cl:39])[Cl:40].[Cl:41][CH2:42][Cl:43]>>[CH:1]12[N:2]([c:8]3[cH:9][c:10](-[c:18]4[cH:19][c:20]([NH:24][CH:25]([CH3:26])[c:27]5[cH:28][cH:29][cH:30][cH:31][cH:32]5)[n:21][cH:22][cH:23]4)[n:11][c:12]4[cH:13][cH:14][cH:15][cH:16][c:17]34)[CH2:3][CH:4]([N:5]([CH3:33])[CH2:6]1)[CH2:7]2.